Dataset: the Open Reaction Database (ORD), a public repository of structured organic reaction records. Task: describe an organic reaction: reactants, conditions, products, and yield Starting materials: BrC=1C=C2C=CC=NC2=CC1 (6-bromoquinoline), CNC1=CC=C(C=C1)B1OC(C(O1)(C)C)(C)C (N-methyl-4-(4,4,5,5-tetramethyl-1,3,2-dioxaborolan-2-yl)aniline). The product is CNC1=CC=C(C=C1)C=1C=C2C=CC=NC2=CC1 (N-Methyl-4-(quinolin-6-yl)aniline), solid. Isolated yield 43.0%. RXN SMILES: Br[C:2]1[CH:3]=[C:4]2[C:9](=[CH:10][CH:11]=1)[N:8]=[CH:7][CH:6]=[CH:5]2.[CH3:12][NH:13][C:14]1[CH:19]=[CH:18][C:17](B2OC(C)(C)C(C)(C)O2)=[CH:16][CH:15]=1>>[CH3:12][NH:13][C:14]1[CH:19]=[CH:18][C:17]([C:2]2[CH:3]=[C:4]3[C:9](=[CH:10][CH:11]=2)[N:8]=[CH:7][CH:6]=[CH:5]3)=[CH:16][CH:15]=1. Reported procedure: N-Methyl-4-(quinolin-6-yl)aniline T514 was prepared using general procedure A from 6-bromoquinoline (41 mg, 0.2 mmol) and N-methyl-4-(4,4,5,5-tetramethyl-1,3,2-dioxaborolan-2-yl)aniline (46 mg, 0.2 mmol). The product T514 was obtained as a black solid (20 mg, 43%). 1H NMR (400 MHz, CDCl3): δ 8.86 (dd, J=4.4, 1.6 Hz, 1H), 8.18 9m, 1H), 8.13 (d, J=9.2 Hz, 1H), 7.96 (dd, J=8.8, 2.4 Hz, 1H), 7.92 (d, J=2.0 Hz, 1H), 7.59 (m, 2H), 7.40 (dd, J=8.4, 4.4 Hz, 1H), 6.74 (m, 2H), 2.91 (s, 3H); MS (ESI): 235...